Dataset: the Open Reaction Database (ORD), a public repository of structured organic reaction records. Task: describe an organic reaction: reactants, conditions, products, and yield Reactants: B(Br)(Br)Br (BBr3), ClC1=CC=C(C(=N1)C=1NC2=CC=CC=C2C1)OC (2-(6-chloro-3-methoxypyridin-2-yl)-1H-indole). The solvent is C(Cl)Cl (CH2Cl2). Conditions: time 3 hour. The product is ClC1=CC=C(C(=N1)C=1NC2=CC=CC=C2C1)O (6-chloro-2-(1H-indol-2-yl)pyridin-3-ol). The yield is 86.0%. RXN SMILES: B(Br)(Br)Br.[Cl:5][C:6]1[N:11]=[C:10]([C:12]2[NH:13][C:14]3[C:19]([CH:20]=2)=[CH:18][CH:17]=[CH:16][CH:15]=3)[C:9]([O:21]C)=[CH:8][CH:7]=1>C(Cl)Cl>[Cl:5][C:6]1[N:11]=[C:10]([C:12]2[NH:13][C:14]3[C:19]([CH:20]=2)=[CH:18][CH:17]=[CH:16][CH:15]=3)[C:9]([OH:21])=[CH:8][CH:7]=1. Procedure details: BBr3 (0.4 mL, 0.39 mmol) was added to the solution of 2-(6-chloro-3-methoxypyridin-2-yl)-1H-indole (50 mg, 0.19 mmol) in CH2Cl2 (0.5 mL) at −78° C. under N2. The mixture was allowed to stir at room temperature for 3 hours. The mixture was then quenched with CH3OH (10 mL) at −78° C. After being concentrated in vacuo, the resulting resulting residue was purified using prep-TLC (petroleum ether:EtOAc=2.5:1) to provide 6-chloro-2-(1H-indol-2-yl)pyridin-3-ol (40 mg, yield: 85.1%), which was also prep... Starting materials: ClCCl, OCc1ccc(-c2noc(-c3onc(-c4ccccc4)c3C(F)(F)F)n2)cc1F, BrP(Br)Br. Yields the product Fc1cc(-c2noc(-c3onc(-c4ccccc4)c3C(F)(F)F)n2)ccc1CBr. As a reaction SMILES: [Cl:34][CH2:35][Cl:36].[F:1][c:2]1[c:3]([CH2:28][OH:29])[cH:4][cH:5][c:6](-[c:8]2[n:9][o:10][c:11](-[c:13]3[c:14]([C:24]([F:25])([F:26])[F:27])[c:15](-[c:18]4[cH:19][cH:20][cH:21][cH:22][cH:23]4)[n:16][o:17]3)[n:12]2)[cH:7]1.[P:30]([Br:31])([Br:32])[Br:33]>>[F:1][c:2]1[c:3]([CH2:28][Br:31])[cH:4][cH:5][c:6](-[c:8]2[n:9][o:10][c:11](-[c:13]3[c:14]([C:24]([F:25])([F:26])[F:27])[c:15](-[c:18]4[cH:19][cH:20][cH:21][cH:22][cH:23]4)[n:16][o:17]3)[n:12]2)[cH:7]1. Reactants: BrCCOCCBr, O=C(CN=C(c1ccccc1)c1ccccc1)OCc1ccccc1, COCCOC, [H-], [Na+]. The product is O=C(OCc1ccccc1)C1(N=C(c2ccccc2)c2ccccc2)CCOCC1. RXN SMILES: [Br:28][CH2:29][CH2:30][O:31][CH2:32][CH2:33][Br:34].[CH2:3]([c:4]1[cH:5][cH:6][cH:7][cH:8][cH:9]1)[O:10][C:11]([CH2:12][N:13]=[C:14]([c:15]1[cH:16][cH:17][cH:18][cH:19][cH:20]1)[c:21]1[cH:22][cH:23][cH:24][cH:25][cH:26]1)=[O:27].[CH3:35][O:36][CH2:37][CH2:38][O:39][CH3:40].[H-:1].[Na+:2]>>[CH2:3]([c:4]1[cH:5][cH:6][cH:7][cH:8][cH:9]1)[O:10][C:11]([C:12]1([N:13]=[C:14]([c:15]2[cH:16][cH:17][cH:18][cH:19][cH:20]2)[c:21]2[cH:22][cH:23][cH:24][cH:25][cH:26]2)[CH2:29][CH2:30][O:31][CH2:32][CH2:33]1)=[O:27]. Starting materials: COC(=N)CCSCc1cc(CN(C)C)ccn1, CCO, [Cl-], [NH4+]. Product: CN(C)Cc1ccnc(CSCCC(=N)N)c1, Cl. As a reaction SMILES: [CH3:1][N:2]([CH3:3])[CH2:4][c:5]1[cH:6][c:7]([CH2:11][S:12][CH2:13][CH2:14][C:15]([O:16][CH3:17])=[NH:18])[n:8][cH:9][cH:10]1.[CH3:21][CH2:22][OH:23].[Cl-:19].[NH4+:20]>>[CH3:1][N:2]([CH3:3])[CH2:4][c:5]1[cH:6][c:7]([CH2:11][S:12][CH2:13][CH2:14][C:15]([NH2:18])=[NH:20])[n:8][cH:9][cH:10]1.[ClH:19]. The reactants are CCN=C=NCCCN(C)C, CCN(C(C)C)C(C)C, Cl, O=C(O)C(F)(F)F, NCC(=O)N1CCN(C(=O)c2ccccc2C(F)(F)F)CC1, CN(C)C=O, O, On1nnc2ccccc21, O=C(O)c1ccc(-c2ccccc2)o1. Product: O=C(NCC(=O)N1CCN(C(=O)c2ccccc2C(F)(F)F)CC1)c1ccc(-c2ccccc2)o1. As a reaction SMILES: [CH3:49][CH2:50][N:51]=[C:52]=[N:53][CH2:54][CH2:55][CH2:56][N:57]([CH3:58])[CH3:59].[CH:1]([N:2]([CH2:3][CH3:4])[CH:5]([CH3:6])[CH3:7])([CH3:8])[CH3:9].[ClH:60].[F:32][C:33]([F:34])([F:35])[C:36]([OH:37])=[O:38].[NH2:10][CH2:11][C:12](=[O:13])[N:14]1[CH2:15][CH2:16][N:17]([C:20]([c:21]2[c:22]([C:27]([F:28])([F:29])[F:30])[cH:23][cH:24][cH:25][cH:26]2)=[O:31])[CH2:18][CH2:19]1.[O:75]=[CH:76][N:77]([CH3:78])[CH3:79].[OH2:80].[OH:39][n:40]1[c:41]2[c:42]([cH:43][cH:44][cH:45][cH:46]2)[n:47][n:48]1.[c:61]1(-[c:67]2[cH:68][cH:69][c:70]([C:72](=[O:73])[OH:74])[o:71]2)[cH:62][cH:63][cH:64][cH:65][cH:66]1>>[NH:10]([CH2:11][C:12](=[O:13])[N:14]1[CH2:15][CH2:16][N:17]([C:20]([c:21]2[c:22]([C:27]([F:28])([F:29])[F:30])[cH:23][cH:24][cH:25][cH:26]2)=[O:31])[CH2:18][CH2:19]1)[C:72]([c:70]1[cH:69][cH:68][c:67](-[c:61]2[cH:62][cH:63][cH:64][cH:65][cH:66]2)[o:71]1)=[O:73]. The reactants are O=C(O)c1ccccc1C(=O)OO, CO, [Mg], c1ccc(SCc2[nH]c3ccccc3c2Sc2ccccc2)cc1. The product is O=S(Cc1[nH]c2ccccc2c1Sc1ccccc1)c1ccccc1. RXN SMILES: [C:26]([O:27][OH:28])(=[O:29])[c:31]1[c:32]([C:37](=[O:30])[OH:38])[cH:33][cH:34][cH:35][cH:36]1.[CH3:39][OH:40].[Mg:25].[c:1]1([S:7][c:8]2[c:9]([CH2:17][S:18][c:19]3[cH:20][cH:21][cH:22][cH:23][cH:24]3)[nH:10][c:11]3[cH:12][cH:13][cH:14][cH:15][c:16]23)[cH:2][cH:3][cH:4][cH:5][cH:6]1>>[c:1]1([S:7][c:8]2[c:9]([CH2:17][S:18]([c:19]3[cH:20][cH:21][cH:22][cH:23][cH:24]3)=[O:30])[nH:10][c:11]3[cH:12][cH:13][cH:14][cH:15][c:16]23)[cH:2][cH:3][cH:4][cH:5][cH:6]1. The reactants are FC(C1=CC=C(C=C1)C=1SC(=C(N1)CN1CCC(CC1)C(F)(F)F)CO)(F)F ([2-(4-trifluoromethyl-phenyl)-4-(4-trifluoromethyl-piperidin-1-ylmethyl)-thiazol-5-yl]-methanol). Reagents/catalysts: [O-2].[Mn+4].[O-2] (manganese(IV)oxide). The solvent is ClCCl (dichloromethane). Product: FC(C1=CC=C(C=C1)C=1SC(=C(N1)CN1CCC(CC1)C(F)(F)F)C=O)(F)F (2-(4-trifluoromethyl-phenyl)-4-(4-trifluoromethyl-piperidin-1-ylmethyl)-thiazole-5-carbaldehyde). Reaction SMILES: [F:1][C:2]([F:28])([F:27])[C:3]1[CH:8]=[CH:7][C:6]([C:9]2[S:10][C:11]([CH2:25][OH:26])=[C:12]([CH2:14][N:15]3[CH2:20][CH2:19][CH:18]([C:21]([F:24])([F:23])[F:22])[CH2:17][CH2:16]3)[N:13]=2)=[CH:5][CH:4]=1>ClCCl.[O-2].[Mn+4].[O-2]>[F:28][C:2]([F:1])([F:27])[C:3]1[CH:8]=[CH:7][C:6]([C:9]2[S:10][C:11]([CH:25]=[O:26])=[C:12]([CH2:14][N:15]3[CH2:20][CH2:19][CH:18]([C:21]([F:23])([F:22])[F:24])[CH2:17][CH2:16]3)[N:13]=2)=[CH:5][CH:4]=1 |f:2.3.4|. Reported procedure: To a solution of 1 g of [[2-(4-trifluoromethyl-phenyl)-4-(4-trifluoromethyl-piperidin-1-ylmethyl)-thiazol-5-yl]-methanol in 7 ml of dichloromethane was added 2.35 g of manganese(IV)oxide (activated with charcoal). The resulting mixture was heated under reflux for four hours. The cooled reaction mixture was filtered through a pad of celite. The filtrate was concentrated under reduced pressure and purified by column chromatography on silica gel (heptane 80/ethyl acetate 20) to give 0.53 g of 2-(4-... The reactants are COC(=O)C=1C=C(C2=C(S(CC3=C(O2)C(=CC(=C3)NCCCCl)Cl)(=O)=O)C1)C (4-Chloro-2-(3-chloropropylamino)-6-methyl-10,10dioxo-10,11-dihydro-5-oxa-10lambda*6*-thia-dibenzo[a,d]-cycloheptene-8-carboxylic acid methyl ester), [Na].[BH4-] (sodium borohydride), ClCC(=O)O (chloroacetic acid), C1=CC=CC=C1 (benzene). Run in C1CCOC1 (THF). Reaction conditions: time 1 hour. The product is COC(=O)C=1C=C(C2=C(S(CC3=C(O2)C(=CC(=C3)N(CCCCl)CCCl)Cl)(=O)=O)C1)C (4-Chloro-2-[(2-chloro-ethyl)(3-chloro-propyl)-amino]-6-methyl-10,10dioxo-10,11-dihydro-5-oxa-10lambda*6*-thia-dibenzo[a,d]-cycloheptene-8-carboxylic acid methyl ester). Reaction SMILES: [Na].[BH4-].[Cl:3][CH2:4][C:5](O)=O.C1C=CC=CC=1.[CH3:14][O:15][C:16]([C:18]1[CH:19]=[C:20]([CH3:41])[C:21]2[O:27][C:26]3[C:28]([Cl:37])=[CH:29][C:30]([NH:32][CH2:33][CH2:34][CH2:35][Cl:36])=[CH:31][C:25]=3[CH2:24][S:23](=[O:39])(=[O:38])[C:22]=2[CH:40]=1)=[O:17]>C1COCC1>[CH3:14][O:15][C:16]([C:18]1[CH:19]=[C:20]([CH3:41])[C:21]2[O:27][C:26]3[C:28]([Cl:37])=[CH:29][C:30]([N:32]([CH2:5][CH2:4][Cl:3])[CH2:33][CH2:34][CH2:35][Cl:36])=[CH:31][C:25]=3[CH2:24][S:23](=[O:38])(=[O:39])[C:22]=2[CH:40]=1)=[O:17] |f:0.1,^1:0|. Procedure: Powdered sodium-borohydride (0.33 g, 8.6 mmol) was added in portions at 0° C., to a solution of chloroacetic acid (1.68 g, 17 mmol) in THF (6 mL), and benzene (90 mL). Reaction mixture was warmed to room temperature and stirred for 1 h, and compound of Example 29a (1.3 g, 2.9 mmol) was added. Reaction mixture was refluxed for 3 h. Reaction mixture was cooled and quenched using sodium bicarbonate solution, and extracted with ethylacetate. Organic layer was washed with water (100 mL) and brine (50...